Dataset: the Open Reaction Database (ORD), a public repository of structured organic reaction records. Task: describe an organic reaction: reactants, conditions, products, and yield Starting materials: CC(O)C(=O)OC(C)(C)C, Nc1ncc(-c2ccc(O)c(F)c2)cn1, CCOC(=O)N=NC(=O)OCC, C1CCOC1, c1ccc(P(c2ccccc2)c2ccccc2)cc1. Product: CC(Oc1ccc(-c2cnc(N)nc2)cc1F)C(=O)OC(C)(C)C. Reaction SMILES: [C:32]([CH3:33])([CH3:34])([CH3:35])[O:36][C:37]([CH:38]([CH3:39])[OH:40])=[O:41].[NH2:42][c:43]1[n:44][cH:45][c:46](-[c:49]2[cH:50][c:51]([F:56])[c:52]([OH:55])[cH:53][cH:54]2)[cH:47][n:48]1.[O:20]=[C:21]([O:22][CH2:23][CH3:24])[N:25]=[N:26][C:27]([O:28][CH2:29][CH3:30])=[O:31].[O:57]1[CH2:58][CH2:59][CH2:60][CH2:61]1.[c:1]1([P:2]([c:3]2[cH:4][cH:5][cH:6][cH:7][cH:8]2)[c:9]2[cH:10][cH:11][cH:12][cH:13][cH:14]2)[cH:15][cH:16][cH:17][cH:18][cH:19]1>>[C:32]([CH3:33])([CH3:34])([CH3:35])[O:36][C:37]([CH:38]([CH3:39])[O:40][c:52]1[c:51]([F:56])[cH:50][c:49](-[c:46]2[cH:45][n:44][c:43]([NH2:42])[n:48][cH:47]2)[cH:54][cH:53]1)=[O:41]. Reactants: O=c1n(Cc2ccc(C(F)(F)F)nc2)nc2c(Br)c(-c3ccc(Cl)cc3)ccn12, CCCCO, O=Cc1ccc(B(O)O)cc1, COc1cccc(OC)c1-c1ccccc1P(C1CCCCC1)C1CCCCC1, [K+], [K+], [K+], O=C(C=Cc1ccccc1)C=Cc1ccccc1, O=C(C=Cc1ccccc1)C=Cc1ccccc1, O=C(C=Cc1ccccc1)C=Cc1ccccc1, O=P([O-])([O-])[O-], [Pd], [Pd]. The product is O=Cc1ccc(-c2c(-c3ccc(Cl)cc3)ccn3c(=O)n(Cc4ccc(C(F)(F)F)nc4)nc23)cc1. RXN SMILES: [Br:1][c:2]1[c:3]2[n:4]([cH:5][cH:6][c:7]1-[c:8]1[cH:9][cH:10][c:11]([Cl:14])[cH:12][cH:13]1)[c:15](=[O:29])[n:16]([CH2:18][c:19]1[cH:20][n:21][c:22]([C:25]([F:26])([F:27])[F:28])[cH:23][cH:24]1)[n:17]2.[CH2:78]([OH:79])[CH2:80][CH2:81][CH3:82].[CH:30](=[O:31])[c:32]1[cH:33][cH:34][c:35]([B:38]([OH:39])[OH:40])[cH:36][cH:37]1.[CH:41]1([P:42]([CH:43]2[CH2:44][CH2:45][CH2:46][CH2:47][CH2:48]2)[c:49]2[cH:50][cH:51][cH:52][cH:53][c:54]2-[c:55]2[c:56]([O:57][CH3:58])[cH:59][cH:60][cH:61][c:62]2[O:63][CH3:64])[CH2:65][CH2:66][CH2:67][CH2:68][CH2:69]1.[K+:75].[K+:76].[K+:77].[O:103]=[C:104]([CH:105]=[CH:106][c:107]1[cH:108][cH:109][cH:110][cH:111][cH:112]1)[CH:113]=[CH:114][c:115]1[cH:116][cH:117][cH:118][cH:119][cH:120]1.[O:121]=[C:122]([CH:123]=[CH:124][c:125]1[cH:126][cH:127][cH:128][cH:129][cH:130]1)[CH:131]=[CH:132][c:133]1[cH:134][cH:135][cH:136][cH:137][cH:138]1.[O:85]=[C:86]([CH:87]=[CH:88][c:89]1[cH:90][cH:91][cH:92][cH:93][cH:94]1)[CH:95]=[CH:96][c:97]1[cH:98][cH:99][cH:100][cH:101][cH:102]1.[P:70]([O-:71])([O-:72])([O-:73])=[O:74].[Pd:83].[Pd:84]>>[c:2]1(-[c:35]2[cH:34][cH:33][c:32]([CH:30]=[O:31])[cH:37][cH:36]2)[c:3]2[n:4]([cH:5][cH:6][c:7]1-[c:8]1[cH:9][cH:10][c:11]([Cl:14])[cH:12][cH:13]1)[c:15](=[O:29])[n:16]([CH2:18][c:19]1[cH:20][n:21][c:22]([C:25]([F:26])([F:27])[F:28])[cH:23][cH:24]1)[n:17]2. Yields the product CC(C)Oc1ccccc1C(=O)O. Reactants: CCOC(C)=O, CC(C)(C)[O-], CCCCCC, CS(C)=O, CC(C)OC(=O)c1ccccc1OC(C)C, Cl, [K+], O. Reaction SMILES: [C:23]([O:24][CH2:25][CH3:26])(=[O:27])[CH3:28].[CH3:17][C:18]([CH3:19])([O-:20])[CH3:21].[CH3:29][CH2:30][CH2:31][CH2:32][CH2:33][CH3:34].[CH3:36][S:37](=[O:38])[CH3:39].[CH:1]([CH3:2])([CH3:3])[O:4][c:5]1[c:6]([C:7](=[O:8])[O:9][CH:10]([CH3:11])[CH3:12])[cH:13][cH:14][cH:15][cH:16]1.[ClH:35].[K+:22].[OH2:40]>>[CH:1]([CH3:2])([CH3:3])[O:4][c:5]1[c:6]([C:7](=[O:8])[OH:9])[cH:13][cH:14][cH:15][cH:16]1. Reactants: CNC(OC)=O (methyl N-methylcarbamate), C(CCC)C1=C(C=CC=C1)O (butylphenol), P(Br)(Br)Br (phosphorus tribromide). The solvent is ClC(C)Cl (dichloroethane), ClC(C)Cl (dichloro-ethane). Yields the product CNC(OC1=C(C=CC=C1)CCCC)=O (butylphenyl N-methylcarbamate), ( III ). As a reaction SMILES: [CH3:1][NH:2][C:3](=[O:6])[O:4][CH3:5].[CH2:7]([C:11]1[CH:16]=[CH:15][CH:14]=[CH:13][C:12]=1O)[CH2:8][CH2:9]C.P(Br)(Br)Br>ClC(Cl)C>[CH3:1][NH:2][C:3](=[O:6])[O:4][C:5]1[CH:9]=[CH:8][CH:7]=[CH:11][C:12]=1[CH2:13][CH2:14][CH2:15][CH3:16]. Reported procedure: To a mixture of methyl N-methylcarbamate (0.89 g, 0.01 mole) and 2-sec butylphenol (1.5 g, 0.01 mole) in dichloroethane (10 ml), a solution of phosphorus tribromide (2.7 g, 0.01 mole) in dichloro-ethane (6 ml) was added and the mixture was refluxed for eight hours. It was then worked up and purified as described earlier to give 2-sec butylphenyl N-methylcarbamate of the formula (III). Starting materials: [Cl-], Cl, Cc1ccc(F)c(F)c1. Yields the product Cc1cc(F)c(F)cc1Cl. Reaction SMILES: [Cl-:10].[Cl:11].[F:1][c:2]1[cH:3][c:4]([CH3:9])[cH:5][cH:6][c:7]1[F:8]>>[F:1][c:2]1[cH:3][c:4]([CH3:9])[c:5]([Cl:10])[cH:6][c:7]1[F:8]. Reactants: O1C(=NC=C1)C1=CC=C(C=C1)N1CC(CCC1)N[C@H]1[C@@H](CCCC1)NC(OC(C)(C)C)=O (tert-butyl (1R,2R)-2-(1-(4-(oxazol-2-yl)phenyl)piperidin-3-ylamino)cyclohexylcarbamate), O1C(=NC=C1)C1=CC=C(C=C1)N1C(CCC1)CN[C@H]1[C@@H](CCCC1)NC(OC(C)(C)C)=O (tert-butyl (1R,2R)-2-((1-(4-(oxazol-2-yl)phenyl)pyrrolidin-2-yl)methylamino)cyclohexylcarbamate), FC(C(=O)O)(F)F (trifluoroacetic acid). The solvent is C(Cl)Cl (CH2Cl2). Run at time 1 hour. Yields the product O1C(=NC=C1)C1=CC=C(C=C1)N1CC(CCC1)N[C@H]1[C@@H](CCCC1)N ((1R,2R)—N1-(1-(4-(Oxazol-2-yl)phenyl)piperidin-3-yl)cyclohexane-1,2-diamine). As a reaction SMILES: [O:1]1[CH:5]=[CH:4][N:3]=[C:2]1[C:6]1[CH:11]=[CH:10][C:9]([N:12]2[CH2:17][CH2:16][CH2:15][CH:14]([NH:18][C@@H:19]3[CH2:24][CH2:23][CH2:22][CH2:21][C@H:20]3[NH:25]C(=O)OC(C)(C)C)[CH2:13]2)=[CH:8][CH:7]=1.O1C=CN=C1C1C=CC(N2CCCC2CN[C@@H]2CCCC[C@H]2NC(=O)OC(C)(C)C)=CC=1.FC(F)(F)C(O)=O>C(Cl)Cl>[O:1]1[CH:5]=[CH:4][N:3]=[C:2]1[C:6]1[CH:11]=[CH:10][C:9]([N:12]2[CH2:17][CH2:16][CH2:15][CH:14]([NH:18][C@@H:19]3[CH2:24][CH2:23][CH2:22][CH2:21][C@H:20]3[NH2:25])[CH2:13]2)=[CH:8][CH:7]=1. Procedure details: To a solution of tert-butyl (1R,2R)-2-(1-(4-(oxazol-2-yl)phenyl)piperidin-3-ylamino)cyclohexylcarbamate (32 mg, 0.073 mmol) and tert-butyl (1R,2R)-2-((1-(4-(oxazol-2-yl)phenyl)pyrrolidin-2-yl)methylamino)cyclohexylcarbamate (134.0 mg, 0.304 mmol) in CH2Cl2 (1.5 mL) was added trifluoroacetic acid (1.5 mL, 19.47 mmol). The reaction was stirred at rt for 1 h. After this time, LC/MS showed no starting material remained and the desired product formed. The reaction was concentrated, and the resulting ...